This data is from the Open Reaction Database (ORD), a public repository of structured organic reaction records. The task is: describe an organic reaction: reactants, conditions, products, and yield Reactants: COc1cc2c(Cl)ccnc2cc1OCc1ccccc1, CS(C)=O, Cl, [H-], Nc1ccc(O)cc1Cl, [Na+], O. Yields the product COc1cc2c(Oc3ccc(N)c(Cl)c3)ccnc2cc1OCc1ccccc1. As a reaction SMILES: [CH2:17]([c:18]1[cH:19][cH:20][cH:21][cH:22][cH:23]1)[O:24][c:25]1[c:26]([O:36][CH3:37])[cH:27][c:28]2[c:29]([Cl:35])[cH:30][cH:31][n:32][c:33]2[cH:34]1.[CH3:3][S:4](=[O:5])[CH3:6].[ClH:7].[H-:1].[NH2:8][c:9]1[c:10]([Cl:16])[cH:11][c:12]([OH:15])[cH:13][cH:14]1.[Na+:2].[OH2:38]>>[NH2:8][c:9]1[c:10]([Cl:16])[cH:11][c:12]([O:15][c:29]2[c:28]3[cH:27][c:26]([O:36][CH3:37])[c:25]([O:24][CH2:17][c:18]4[cH:19][cH:20][cH:21][cH:22][cH:23]4)[cH:34][c:33]3[n:32][cH:31][cH:30]2)[cH:13][cH:14]1. The reactants are O (water), C(CCC)(=O)C=1C=NC2=C(C=CC=C2C1NC1=C(C=CC=C1)C)OCCCSC (3-butyryl-4-(2-methylphenylamino)-8-(3-methylthiopropoxy)quinoline), [O-]Cl.[Na+] (NaOCl). Solvent: C(Cl)Cl (methylene chloride), C(Cl)Cl (methylene chloride). Reaction conditions: time 4 hour. The product is C(CCC)(=O)C=1C=NC2=C(C=CC=C2C1NC1=C(C=CC=C1)C)OCCCS(=O)C (3-butyryl-4-(2-methylphenylamino)-8(3-methylsulfinylpropoxy)quinoline). The yield is 53.0%. Reaction SMILES: [C:1]([C:6]1[CH:7]=[N:8][C:9]2[C:14]([C:15]=1[NH:16][C:17]1[CH:22]=[CH:21][CH:20]=[CH:19][C:18]=1[CH3:23])=[CH:13][CH:12]=[CH:11][C:10]=2[O:24][CH2:25][CH2:26][CH2:27][S:28][CH3:29])(=[O:5])[CH2:2][CH2:3][CH3:4].[OH2:30].[O-]Cl.[Na+]>C(Cl)Cl>[C:1]([C:6]1[CH:7]=[N:8][C:9]2[C:14]([C:15]=1[NH:16][C:17]1[CH:22]=[CH:21][CH:20]=[CH:19][C:18]=1[CH3:23])=[CH:13][CH:12]=[CH:11][C:10]=2[O:24][CH2:25][CH2:26][CH2:27][S:28]([CH3:29])=[O:30])(=[O:5])[CH2:2][CH2:3][CH3:4] |f:2.3|. Procedure details: 3-butyryl-4-(2-methylphenylamino)-8-(3-methylthiopropoxy)quinoline (0.33 g, 0.8 mmol) was dissolved in methylene chloride (15 ml), 5 ml water was added and then a solution of 1.5 ml (1.09 mmol) of 5% NaOCl in 10 ml methylene chloride was added. The mixture was stirred for 4 h at room temperature. The organic phase was separated and evaporated. Chromatography with methylene chloride: methanol 95:5 as the eluent gave 0.18 g (53%) of the title compound.